This data is from the Open Reaction Database (ORD), a public repository of structured organic reaction records. The task is: describe an organic reaction: reactants, conditions, products, and yield The reactants are O=C([O-])[O-], BrCCOCc1ccccc1, CCC(C)=O, [K+], [K+], O=C(Cc1ccccc1)c1ccc(O)cc1. Product: O=C(Cc1ccccc1)c1ccc(OCCOCc2ccccc2)cc1. RXN SMILES: [C:17](=[O:18])([O-:19])[O-:20].[CH2:23]([c:24]1[cH:25][cH:26][cH:27][cH:28][cH:29]1)[O:30][CH2:31][CH2:32][Br:33].[CH3:34][C:35](=[O:36])[CH2:37][CH3:38].[K+:21].[K+:22].[OH:1][c:2]1[cH:3][cH:4][c:5]([C:8]([CH2:9][c:10]2[cH:11][cH:12][cH:13][cH:14][cH:15]2)=[O:16])[cH:6][cH:7]1>>[O:1]([c:2]1[cH:3][cH:4][c:5]([C:8]([CH2:9][c:10]2[cH:11][cH:12][cH:13][cH:14][cH:15]2)=[O:16])[cH:6][cH:7]1)[CH2:32][CH2:31][O:30][CH2:23][c:24]1[cH:25][cH:26][cH:27][cH:28][cH:29]1. Reactants: COc1ccc(COCC=C(C)C2OC(=O)CC(O[Si](C)(C)C(C)(C)C)CCC3(C)OC(c4ccccc4)OC3C=CC2C)cc1, N#CC1=C(C#N)C(=O)C(Cl)=C(Cl)C1=O, ClCCl, O=P([O-])([O-])[O-]. Yields the product CC(=CCO)C1OC(=O)CC(O[Si](C)(C)C(C)(C)C)CCC2(C)OC(c3ccccc3)OC2C=CC1C. Reaction SMILES: [C:1]([CH3:2])([CH3:3])([CH3:4])[Si:5]([O:6][CH:7]1[CH2:8][CH2:9][C:10]2([CH3:44])[CH:11]([CH:12]=[CH:13][CH:14]([CH3:34])[CH:15]([C:20](=[CH:21][CH2:22][O:23][CH2:24][c:25]3[cH:26][cH:27][c:28]([O:29][CH3:30])[cH:31][cH:32]3)[CH3:33])[O:16][C:17](=[O:19])[CH2:18]1)[O:35][CH:36]([c:38]1[cH:39][cH:40][cH:41][cH:42][cH:43]1)[O:37]2)([CH3:45])[CH3:46].[Cl:52][C:53]1=[C:64]([Cl:65])[C:62](=[O:63])[C:59]([C:60]#[N:61])=[C:56]([C:57]#[N:58])[C:54]1=[O:55].[Cl:66][CH2:67][Cl:68].[O-:47][P:48](=[O:49])([O-:50])[O-:51]>>[C:1]([CH3:2])([CH3:3])([CH3:4])[Si:5]([O:6][CH:7]1[CH2:8][CH2:9][C:10]2([CH3:44])[CH:11]([CH:12]=[CH:13][CH:14]([CH3:34])[CH:15]([C:20](=[CH:21][CH2:22][OH:23])[CH3:33])[O:16][C:17](=[O:19])[CH2:18]1)[O:35][CH:36]([c:38]1[cH:39][cH:40][cH:41][cH:42][cH:43]1)[O:37]2)([CH3:45])[CH3:46]. The product is COc1cc2c(cc1OC)CN(c1c(C)c(C)c3c(c1C)C(c1ccccc1)C(C)(C)O3)C2. As a reaction SMILES: [CH2:49]([N+:50]([CH2:51][CH2:52][CH2:53][CH3:54])([CH2:55][CH2:56][CH2:57][CH3:58])[CH2:59][CH2:60][CH2:61][CH3:62])[CH2:63][CH2:64][CH3:65].[CH3:1][C:2]1([CH3:21])[O:3][c:4]2[c:5]([c:13]([CH3:20])[c:14]([NH2:19])[c:15]([CH3:18])[c:16]2[CH3:17])[CH:6]1[c:7]1[cH:8][cH:9][cH:10][cH:11][cH:12]1.[Cl:22][CH2:23][c:24]1[c:25]([CH2:34][Cl:35])[cH:26][c:27]([O:32][CH3:33])[c:28]([O:30][CH3:31])[cH:29]1.[I-:48].[Na+:36].[Na+:37].[O-:38][C:39](=[O:40])[O-:41].[O:43]1[CH2:44][CH2:45][CH2:46][CH2:47]1.[OH2:42]>>[CH3:1][C:2]1([CH3:21])[O:3][c:4]2[c:5]([c:13]([CH3:20])[c:14]([N:19]3[CH2:23][c:24]4[c:25]([cH:26][c:27]([O:32][CH3:33])[c:28]([O:30][CH3:31])[cH:29]4)[CH2:34]3)[c:15]([CH3:18])[c:16]2[CH3:17])[CH:6]1[c:7]1[cH:8][cH:9][cH:10][cH:11][cH:12]1. Reactants: CCCC[N+](CCCC)(CCCC)CCCC, Cc1c(C)c2c(c(C)c1N)C(c1ccccc1)C(C)(C)O2, COc1cc(CCl)c(CCl)cc1OC, [I-], [Na+], [Na+], O=C([O-])[O-], C1CCOC1, O.